This data is from the Open Reaction Database (ORD), a public repository of structured organic reaction records. The task is: describe an organic reaction: reactants, conditions, products, and yield Starting materials: O=C([O-])[O-], C=CCBr, COc1cc(C=O)cc(I)c1O, [K+], [K+], CN(C)C=O. Product: C=CCOc1c(I)cc(C=O)cc1OC. As a reaction SMILES: [C:17](=[O:18])([O-:19])[O-:20].[CH2:1]([CH:2]=[CH2:3])[Br:4].[I:5][c:6]1[c:7]([OH:16])[c:8]([O:14][CH3:15])[cH:9][c:10]([CH:11]=[O:12])[cH:13]1.[K+:21].[K+:22].[O:23]=[CH:24][N:25]([CH3:26])[CH3:27]>>[CH2:1]([CH:2]=[CH2:3])[O:16][c:7]1[c:6]([I:5])[cH:13][c:10]([CH:11]=[O:12])[cH:9][c:8]1[O:14][CH3:15]. Reactants: ClCCl, O=C(O)C(F)(F)F, Nc1nc(Nc2ccc(N3CCN(C(=O)O)CC3)cc2)sc1C(=O)c1cccc(F)c1. The product is Nc1nc(Nc2ccc(N3CCNCC3)cc2)sc1C(=O)c1cccc(F)c1. As a reaction SMILES: [Cl:39][CH2:40][Cl:41].[F:32][C:33]([F:34])([F:35])[C:36]([OH:37])=[O:38].[NH2:1][c:2]1[n:3][c:4]([NH:16][c:17]2[cH:18][cH:19][c:20]([N:23]3[CH2:24][CH2:25][N:26]([C:29]([OH:30])=[O:31])[CH2:27][CH2:28]3)[cH:21][cH:22]2)[s:5][c:6]1[C:7]([c:8]1[cH:9][c:10]([F:14])[cH:11][cH:12][cH:13]1)=[O:15]>>[NH2:1][c:2]1[n:3][c:4]([NH:16][c:17]2[cH:18][cH:19][c:20]([N:23]3[CH2:24][CH2:25][NH:26][CH2:27][CH2:28]3)[cH:21][cH:22]2)[s:5][c:6]1[C:7]([c:8]1[cH:9][c:10]([F:14])[cH:11][cH:12][cH:13]1)=[O:15]. Product: COC(C(F)(F)F)NC(=O)C1=NC(=CC(=C1)OC)OC1=CC(=CC=C1)C(F)(F)F (N-(1-methoxy-2,2,2-trifluoroethyl)-4-methoxy-6-{3-(trifluoromethyl)phenoxy}-2-pyridine carboxamide). Procedure details: 0.6 g (0.0015 mol) of N-(1-hydroxy-2,2,2-trifluoroethyl)-4-methoxy-6-{3-(trifluoromethyl)phenoxy}-2-pyridine carboxamide was dissolved in a mixed solvent of dichloromethane and DMF. The obtained solution was mixed with 0.064 g (ca. 60% in mineral oil; 0.0015×1.1 mol) of NaH and then with 0.42 g (0.0015×2.0 mol) of methyl iodide, followed by treating the solution under reflux for about 8 hours. The reaction solution was distributed in hexane-saturated sodium bicarbonate water and washed with satu... As a reaction SMILES: [OH:1][CH:2]([NH:7][C:8]([C:10]1[CH:15]=[C:14]([O:16][CH3:17])[CH:13]=[C:12]([O:18][C:19]2[CH:24]=[CH:23][CH:22]=[C:21]([C:25]([F:28])([F:27])[F:26])[CH:20]=2)[N:11]=1)=[O:9])[C:3]([F:6])([F:5])[F:4].[H-].[Na+].[CH3:31]I>ClCCl.CN(C=O)C.CCCCCC>[CH3:31][O:1][CH:2]([NH:7][C:8]([C:10]1[CH:15]=[C:14]([O:16][CH3:17])[CH:13]=[C:12]([O:18][C:19]2[CH:24]=[CH:23][CH:22]=[C:21]([C:25]([F:28])([F:26])[F:27])[CH:20]=2)[N:11]=1)=[O:9])[C:3]([F:6])([F:5])[F:4] |f:1.2|. Reactants: [H-].[Na+] (NaH), OC(C(F)(F)F)NC(=O)C1=NC(=CC(=C1)OC)OC1=CC(=CC=C1)C(F)(F)F (N-(1-hydroxy-2,2,2-trifluoroethyl)-4-methoxy-6-{3-(trifluoromethyl)phenoxy}-2-pyridine carboxamide), CI (methyl iodide). Solvent: ClCCl (dichloromethane), CN(C)C=O (DMF), CCCCCC (hexane). Starting materials: [N+](=O)([O-])C=1C=C(C=C2CC(=O)OC2=O)C=CC1 (3-(3-nitrobenzylidene)-4-oxo-butyrolactone), N\C(=C/C(=O)OC)\C (methyl 3-aminocrotonate), C(C)(C)(C)O (tert.-butanol). Conditions: temperature 30 celsius, time 3 hour. Product: OC12NC(=C(C(C1C(OC2)=O)C2=CC(=CC=C2)[N+](=O)[O-])C(=O)OC)C (Methyl 7a-hydroxy-2-methyl-4-(3-nitrophenyl)-5-oxo-1,4,4a,5,6,7a-hexahydrofuro[3,4-b]pyridine-3-carboxylate). RXN SMILES: [N+:1]([C:4]1[CH:5]=[C:6]([CH:15]=[CH:16][CH:17]=1)[CH:7]=[C:8]1[C:13](=[O:14])[O:12][C:10](=O)[CH2:9]1)([O-:3])=[O:2].[NH2:18]/[C:19](/[CH3:25])=[CH:20]\[C:21]([O:23][CH3:24])=[O:22].C([OH:30])(C)(C)C>>[OH:30][C:9]12[CH2:10][O:12][C:13](=[O:14])[CH:8]1[CH:7]([C:6]1[CH:15]=[CH:16][CH:17]=[C:4]([N+:1]([O-:3])=[O:2])[CH:5]=1)[C:20]([C:21]([O:23][CH3:24])=[O:22])=[C:19]([CH3:25])[NH:18]2. Procedure: ##STR6## 4 mmol of 3-(3-nitrobenzylidene)-4-oxo-butyrolactone (E/Z mixture) and 4.4 mmol of methyl 3-aminocrotonate are suspended in 5 g of tert.-butanol, and the suspension is stirred for 3 hours at 30° C. It is evaporated down at room temperature in a rotary evaporator, and the residue is crystallized with a small amount of methanol. M.p.: 147°-149° C. (from methanol): Starting materials: COC(C1=C(C=C2C(=C1)OCO2)Br)OC (2-bromo-4,5-methylenedioxybenzaldehyde dimethylacetal), COC=1C=C(C=O)C=CC1 (3-methyoxybenzaldehyde). The product is COC(C1=C(C=C2C(=C1)OCO2)C(C2=CC(=CC=C2)OC)O)OC (2-(3-methoxy-α-hydroxybenzyl)-4,5-methylenedioxybenzaldehyde dimethylacetal). Yield: 79.0%. As a reaction SMILES: [CH3:1][O:2][CH:3]([O:14][CH3:15])[C:4]1[CH:9]=[C:8]2[O:10][CH2:11][O:12][C:7]2=[CH:6][C:5]=1Br.[CH3:16][O:17][C:18]1[CH:19]=[C:20]([CH:23]=[CH:24][CH:25]=1)[CH:21]=[O:22]>>[CH3:1][O:2][CH:3]([O:14][CH3:15])[C:4]1[CH:9]=[C:8]2[O:10][CH2:11][O:12][C:7]2=[CH:6][C:5]=1[CH:21]([OH:22])[C:20]1[CH:23]=[CH:24][CH:25]=[C:18]([O:17][CH3:16])[CH:19]=1. Procedure details: 2-bromo-4,5-methylenedioxybenzaldehyde dimethylacetal and 3-methyoxybenzaldehyde are reacted in the same manner as described in Example 1-(1), whereby 2-(3-methoxy-α-hydroxybenzyl)-4,5-methylenedioxybenzaldehyde dimethylacetal is obtained as pale yellow syrup. Yield: 79% The reactants are C=CCOC(=O)C1(C)CCC(C(C)=O)CC1, C1CCOC1, COc1cc(C=O)ccc1OC1CCCCO1, C[Si](C)(C)[N-][Si](C)(C)C, [Cl-], [NH4+], [Na+], COc1cc(C=O)ccc1O. The product is C=CCOC(=O)C1(C)CCC(C(=O)C=Cc2ccc(OC3CCCCO3)c(OC)c2)CC1. Reaction SMILES: [C:29]([CH3:30])(=[O:31])[CH:32]1[CH2:33][CH2:34][C:35]([C:38](=[O:39])[O:40][CH2:41][CH:42]=[CH2:43])([CH3:44])[CH2:36][CH2:37]1.[CH2:57]1[O:58][CH2:59][CH2:60][CH2:61]1.[CH3:1][O:2][c:3]1[cH:4][c:5]([CH:6]=[O:7])[cH:8][cH:9][c:10]1[O:11][CH:12]1[O:13][CH2:14][CH2:15][CH2:16][CH2:17]1.[CH3:45][Si:46]([CH3:47])([CH3:48])[N-:49][Si:50]([CH3:51])([CH3:52])[CH3:53].[Cl-:55].[NH4+:56].[Na+:54].[O:18]=[CH:19][c:20]1[cH:21][cH:22][c:23]([OH:24])[c:25]([O:26][CH3:27])[cH:28]1>>[CH3:1][O:2][c:3]1[cH:4][c:5]([CH:6]=[CH:30][C:29](=[O:31])[CH:32]2[CH2:33][CH2:34][C:35]([C:38](=[O:39])[O:40][CH2:41][CH:42]=[CH2:43])([CH3:44])[CH2:36][CH2:37]2)[cH:8][cH:9][c:10]1[O:11][CH:12]1[O:13][CH2:14][CH2:15][CH2:16][CH2:17]1.